From a dataset of the Open Reaction Database (ORD), a public repository of structured organic reaction records. describe an organic reaction: reactants, conditions, products, and yield Reactants: FC(OC=1C(=C(N)C=CC1)C)F (3-difluoromethoxy-2-methylaniline), ClC(Cl)(OC(OC(Cl)(Cl)Cl)=O)Cl (triphosgene). The solvent is C1(=CC=CC=C1)C (toluene). Yields the product FC(OC1=C(C(=CC=C1)N=C=O)C)F (1-difluoromethoxy-3-isocyanato-2-methylbenzene). The yield is 200.1%. As a reaction SMILES: [F:1][CH:2]([F:12])[O:3][C:4]1[C:5]([CH3:11])=[C:6]([CH:8]=[CH:9][CH:10]=1)[NH2:7].Cl[C:14](Cl)([O:16]C(=O)OC(Cl)(Cl)Cl)Cl>C1(C)C=CC=CC=1>[F:1][CH:2]([F:12])[O:3][C:4]1[CH:10]=[CH:9][CH:8]=[C:6]([N:7]=[C:14]=[O:16])[C:5]=1[CH3:11]. Procedure details: At room temperature, to a mixture of 3-difluoromethoxy-2-methylaniline 6.4 g and toluene 100 ml was added triphosgene 5.48 g, and the resulting mixture was stirred with heating under reflux for one hour. The reaction mixture was concentrated under reduced pressure to give 1-difluoromethoxy-3-isocyanato-2-methylbenzene 7.36 g. Reactants: C(C)#N.O (acetonitrile water), C(=O)O (HCOOH), COC=1N=NC(=CC1C=1NC2=CC=CC=C2C1C1=CC=CC=C1)C1=CC=NC=C1 (2-(3-Methoxy-6-pyridin-4-yl-pyridazin-4-yl)-3-phenyl-1H-indole). Solvent: [OH-].[Na+] (NaOH), C(C)O (ethanol). Run at temperature 150 celsius. Product: C1(=CC=CC=C1)C1=C(NC2=CC=CC=C12)C=1C(NN=C(C1)C1=CC=NC=C1)=O (4-(3-Phenyl-1H-indol-2-yl)-6-pyridin-4-yl-2H-pyridazin-3-one). As a reaction SMILES: C[O:2][C:3]1[N:4]=[N:5][C:6]([C:24]2[CH:29]=[CH:28][N:27]=[CH:26][CH:25]=2)=[CH:7][C:8]=1[C:9]1[NH:10][C:11]2[C:16]([C:17]=1[C:18]1[CH:23]=[CH:22][CH:21]=[CH:20][CH:19]=1)=[CH:15][CH:14]=[CH:13][CH:12]=2.C(#N)C.O.C(O)=O>C(O)C.[OH-].[Na+]>[C:18]1([C:17]2[C:16]3[C:11](=[CH:12][CH:13]=[CH:14][CH:15]=3)[NH:10][C:9]=2[C:8]2[C:3](=[O:2])[NH:4][N:5]=[C:6]([C:24]3[CH:25]=[CH:26][N:27]=[CH:28][CH:29]=3)[CH:7]=2)[CH:19]=[CH:20][CH:21]=[CH:22][CH:23]=1 |f:1.2,5.6|. Procedure details: 63 mg 2-(3-Methoxy-6-pyridin-4-yl-pyridazin-4-yl)-3-phenyl-1H-indole is dissolved in 0.75 ml ethanol and 0.75 ml 1N aqueous NaOH solution. The reaction mixture is stirred at 150° C. in microwave apparatus (200 W). The reaction mixture is directly applied to HPLC chromatography to isolate the product (RP18 column, acetonitrile/water, 0.05% HCOOH) Reactants: O=C([O-])[O-], [Cs+], [Cs+], CCCc1cc2cc(OC)c(F)cc2c(O)c1-c1ccccc1, O=Cc1ccc(F)cc1, CN(C)C=O, O. Yields the product CCCc1cc2cc(OC)c(F)cc2c(Oc2ccc(C=O)cc2)c1-c1ccccc1. Reaction SMILES: [C:33](=[O:34])([O-:35])[O-:36].[Cs+:37].[Cs+:38].[F:1][c:2]1[c:3]([O:22][CH3:23])[cH:4][c:5]2[cH:6][c:7]([CH2:19][CH2:20][CH3:21])[c:8](-[c:13]3[cH:14][cH:15][cH:16][cH:17][cH:18]3)[c:9]([OH:12])[c:10]2[cH:11]1.[F:24][c:25]1[cH:26][cH:27][c:28]([CH:29]=[O:30])[cH:31][cH:32]1.[O:40]=[CH:41][N:42]([CH3:43])[CH3:44].[OH2:39]>>[F:1][c:2]1[c:3]([O:22][CH3:23])[cH:4][c:5]2[cH:6][c:7]([CH2:19][CH2:20][CH3:21])[c:8](-[c:13]3[cH:14][cH:15][cH:16][cH:17][cH:18]3)[c:9]([O:12][c:25]3[cH:26][cH:27][c:28]([CH:29]=[O:30])[cH:31][cH:32]3)[c:10]2[cH:11]1.